This data is from the Open Reaction Database (ORD), a public repository of structured organic reaction records. The task is: describe an organic reaction: reactants, conditions, products, and yield Reactants: FC1=C(C=CC(=C1)F)NC1=C(C(=O)OC)C=C(C(=N1)O)F (methyl 2-(2,4-difluorophenylamino)-5-fluoro-6-hydroxynicotinate), [N+](=[N-])=C (diazomethane), C(C)(=O)O (acetic acid). Solvent: O1CCCC1 (tetrahydrofuran), C(C)OCC (diethyl ether). The product is FC1=C(C=CC(=C1)F)NC1=C(C(=O)OC)C=C(C(=N1)OC)F (methyl 2-(2,4-difluorophenylamino)-5-fluoro-6-methoxynicotinate). Yield: 71.6%. Reaction SMILES: [F:1][C:2]1[CH:7]=[C:6]([F:8])[CH:5]=[CH:4][C:3]=1[NH:9][C:10]1[N:19]=[C:18]([OH:20])[C:17]([F:21])=[CH:16][C:11]=1[C:12]([O:14][CH3:15])=[O:13].[N+](=[CH2:24])=[N-].C(O)(=O)C>O1CCCC1.C(OCC)C>[F:1][C:2]1[CH:7]=[C:6]([F:8])[CH:5]=[CH:4][C:3]=1[NH:9][C:10]1[N:19]=[C:18]([O:20][CH3:24])[C:17]([F:21])=[CH:16][C:11]=1[C:12]([O:14][CH3:15])=[O:13]. Procedure details: In 6 ml of tetrahydrofuran was dissolved 200 mg of methyl 2-(2,4-difluorophenylamino)-5-fluoro-6-hydroxynicotinate, and a solution of about 40 mg of diazomethane in diethyl ether was added to the resulting solution with ice-cooling, after which the resulting mixture was subjected to reaction at room temperature for 30 minutes. Subsequently, acetic acid was added until foaming was not caused in the reaction mixture, after which the solvent was removed by distillation under reduced pressure. The c... Starting materials: N([C@@H](CC(C)C)C(=O)O)C(=O)OC(C)(C)C (Boc-Leu-OH), NCC(=O)N[C@@H](CC(C)C)C(=O)N[C@@H](C)C(=O)OCC1=CC=CC=C1 (H-Gly-Leu-Ala-OBzl), anhydride. Yields the product N([C@@H](CC(C)C)C(=O)NCC(=O)N[C@@H](CC(C)C)C(=O)N[C@@H](C)C(=O)OCC1=CC=CC=C1)C(=O)OC(C)(C)C (Boc-Leu-Gly-Leu-Ala-OBzl). As a reaction SMILES: [NH:1]([C:10]([O:12][C:13]([CH3:16])([CH3:15])[CH3:14])=[O:11])[C@H:2]([C:7]([OH:9])=O)[CH2:3][CH:4]([CH3:6])[CH3:5].[NH2:17][CH2:18][C:19]([NH:21][C@H:22]([C:27]([NH:29][C@H:30]([C:32]([O:34][CH2:35][C:36]1[CH:41]=[CH:40][CH:39]=[CH:38][CH:37]=1)=[O:33])[CH3:31])=[O:28])[CH2:23][CH:24]([CH3:26])[CH3:25])=[O:20]>>[NH:1]([C:10]([O:12][C:13]([CH3:16])([CH3:15])[CH3:14])=[O:11])[C@H:2]([C:7]([NH:17][CH2:18][C:19]([NH:21][C@H:22]([C:27]([NH:29][C@H:30]([C:32]([O:34][CH2:35][C:36]1[CH:37]=[CH:38][CH:39]=[CH:40][CH:41]=1)=[O:33])[CH3:31])=[O:28])[CH2:23][CH:24]([CH3:26])[CH3:25])=[O:20])=[O:9])[CH2:3][CH:4]([CH3:5])[CH3:6]. Procedure details: Boc-Leu-Gly-Leu-Ala-OBzl was prepared by coupling Boc-Leu-OH (2.62 g, 10.5 mmoles) to H-Gly-Leu-Ala-OBzl using the mixed anhydride procedure described in Example 2. The resulting product was crystallized from ethyl acetate:hexane to yield 2.7 g (mp 95°-96°) in the first crop. Reactants: ClCC(=O)Cl (chloroacetyl chloride), NCCOCCOCCN (1,2-bis(2-aminoethoxy)ethane). The solvent is ClCCl (dichloromethane), C(=O)([O-])[O-].[Na+].[Na+] (Na2CO3). Reaction conditions: time 10 minute. Product: ClCC(=O)NCCOCCOCCNC(CCl)=O (1,2-bis[2-(2-chloroacetamido)ethoxy]ethane), title compound. Yield: 92.0%. As a reaction SMILES: [NH2:1][CH2:2][CH2:3][O:4][CH2:5][CH2:6][O:7][CH2:8][CH2:9][NH2:10].[Cl:11][CH2:12][C:13](Cl)=[O:14]>ClCCl.C([O-])([O-])=O.[Na+].[Na+]>[Cl:11][CH2:12][C:13]([NH:1][CH2:2][CH2:3][O:4][CH2:5][CH2:6][O:7][CH2:8][CH2:9][NH:10][C:13](=[O:14])[CH2:12][Cl:11])=[O:14] |f:3.4.5|. Reported procedure: 1,2-bis[2-(2-chloroacetamido)ethoxy]ethane was prepared as follows. To a mixture of 1,2-bis(2-aminoethoxy)ethane (1.5 g, 10 mmol) in dichloromethane (100 mL) and 1 M Na2CO3 (50 mL) cooled in an ice bath was added chloroacetyl chloride (2.6mL, 33 mmol) dropwise. After stirring for 10 minutes, the organic layer was separated and evaporated to give the title compound (2.6 g, eual to 92% yield). HLPC analysis revealed a single peak using ultraviolet (220 nm) absorbtion spectrometry. Reactants: OC=1C2=C(N=CN1)C(=CC=N2)C(=O)N (4-hydroxypyrido[3,2-d]pyrimidine-8-carboxamide), Cl.N[C@H](CN(S(=O)(=O)C1=CC=C(C=C1)[N+](=O)[O-])C)C1=C(C=C(C(=C1)F)F)F (N—[(S)-2-Amino-2-(2,4,5-trifluoro-phenyl)-ethyl]-N-methyl-4-nitro-benzenesulfonamide hydrochloride). Yields the product CNC[C@H](C1=C(C=C(C(=C1)F)F)F)NC=1C2=C(N=CN1)C(=CC=N2)C(=O)N (4-[(S)-2-Methylamino-1-(2,4,5-trifluoro-phenyl)-ethylamino]-pyrido[3,2-d]pyrimidine-8-carboxylic acid amide). RXN SMILES: O[C:2]1[C:3]2[N:11]=[CH:10][CH:9]=[C:8]([C:12]([NH2:14])=[O:13])[C:4]=2[N:5]=[CH:6][N:7]=1.Cl.[NH2:16][C@@H:17]([C:33]1[CH:38]=[C:37]([F:39])[C:36]([F:40])=[CH:35][C:34]=1[F:41])[CH2:18][N:19]([CH3:32])S(C1C=CC([N+]([O-])=O)=CC=1)(=O)=O>>[CH3:32][NH:19][CH2:18][C@@H:17]([NH:16][C:2]1[C:3]2[N:11]=[CH:10][CH:9]=[C:8]([C:12]([NH2:14])=[O:13])[C:4]=2[N:5]=[CH:6][N:7]=1)[C:33]1[CH:38]=[C:37]([F:39])[C:36]([F:40])=[CH:35][C:34]=1[F:41] |f:1.2|. Procedure: Compound 60 was prepared following general synthesis scheme 7 wherein 4-hydroxypyrido[3,2-d]pyrimidine-8-carboxamide (G) was reacted with N—[(S)-2-Amino-2-(2,4,5-trifluoro-phenyl)-ethyl]-N-methyl-4-nitro-benzenesulfonamide hydrochloride to give the title compound as a white solid. LC/MS [377 (M+H)]. The reactants are FC=1C=C(C=C2CCN(CC2)C(=O)OC(C)(C)C)C=CC1[N+](=O)[O-] (tert-Butyl 4-(3-fluoro-4-nitrobenzylidene)piperidine-1-carboxylate), N (ammonia). The reagents and catalysts are O.O.O.O.O.O.O.S(=O)(=O)([O-])[O-].[Fe+2] (iron(II) sulfate heptahydrate). Solvent: ClCCl (dichloromethane), O (water), C(C)O (ethanol). Conditions: temperature 85 celsius. The product is NC1=CC=C(C=C2CCN(CC2)C(=O)OC(C)(C)C)C=C1 (tert-butyl 4-(4-aminobenzylidene)piperidine-1-carboxylate). Yield: 70.1%. Reaction SMILES: F[C:2]1[CH:3]=[C:4]([CH:19]=[CH:20][C:21]=1[N+:22]([O-])=O)[CH:5]=[C:6]1[CH2:11][CH2:10][N:9]([C:12]([O:14][C:15]([CH3:18])([CH3:17])[CH3:16])=[O:13])[CH2:8][CH2:7]1.N>C(O)C.ClCCl.O.O.O.O.O.O.O.O.S([O-])([O-])(=O)=O.[Fe+2]>[NH2:22][C:21]1[CH:20]=[CH:19][C:4]([CH:5]=[C:6]2[CH2:7][CH2:8][N:9]([C:12]([O:14][C:15]([CH3:16])([CH3:17])[CH3:18])=[O:13])[CH2:10][CH2:11]2)=[CH:3][CH:2]=1 |f:5.6.7.8.9.10.11.12.13|. Reported procedure: tert-Butyl 4-(3-fluoro-4-nitrobenzylidene)piperidine-1-carboxylate (2.97 mmol, 1 g), iron(II) sulfate heptahydrate (20.42 mmol, 5.68 g) and ammonia (10.02 mmol, 11.39 ml) were combined in ethanol (20 mL) and heated at 85° C. overnight. The reaction mixture was diluted with dichloromethane and water then filtered through celite. The organic phase of the filtrate was dried and concentrated under reduced pressure. The resulting residue was purified by silica gel column chromatography (eluting with ... Starting materials: COC(=O)C1OCC(O1)C(=O)OC (dimethyl-1,3-dioxolane-2,4-dicarboxylate), [OH-].[Na+] (sodium hydroxide). Run in CO (methanol), CO (methanol). Conditions: time 8 hour. Yields the product O1C(OC(C1)C(=O)[O-])C(=O)[O-].[Na+].[Na+] (Disodium 1,3-Dioxolane-2,4-Dicarboxylate). Isolated yield 46.1%. Reaction SMILES: C[O:2][C:3]([CH:5]1[O:9][CH:8]([C:10]([O:12]C)=[O:11])[CH2:7][O:6]1)=[O:4].[OH-].[Na+:15]>CO>[O:6]1[CH2:7][CH:8]([C:10]([O-:12])=[O:11])[O:9][CH:5]1[C:3]([O-:4])=[O:2].[Na+:15].[Na+:15] |f:1.2,4.5.6|. Procedure details: To 5.0 g of dimethyl-1,3-dioxolane-2,4-dicarboxylate (Example 5b)) in 100 ml methanol was added a solution of 4.6 g of 50% aqueous sodium hydroxide in 50 ml methanol. After stirring overnight the salt was isolated by filtration and washed with methanol and vacuum dried yielding 2.5 g (42%) of the title compound as a white hygroscopic solid. An additional 1.8 g (30%) could be isolated by addition of ether to the filtrate of the first sample.